This data is from the Open Reaction Database (ORD), a public repository of structured organic reaction records. The task is: describe an organic reaction: reactants, conditions, products, and yield Starting materials: FC=1C(=C(C(=C(C1[N+](=O)[O-])N)[N+](=O)[O-])N)[N+](=O)[O-] (5-fluoro-1,3-diamino-2,4,6-trinitrobenzene), C(#N)[Si](C)(C)C (cyanotrimethylsilane). The solvent is C[N+](=O)[O-] (CH3NO2). The product is C(#N)C=1C(=C(C(=C(C1[N+](=O)[O-])N)[N+](=O)[O-])N)[N+](=O)[O-] (5-cyano-1,3-diamino-2,4,6-trinitrobenzene). Yield: 82.0%. As a reaction SMILES: F[C:2]1[C:3]([N+:16]([O-:18])=[O:17])=[C:4]([NH2:15])[C:5]([N+:12]([O-:14])=[O:13])=[C:6]([NH2:11])[C:7]=1[N+:8]([O-:10])=[O:9].[C:19]([Si](C)(C)C)#[N:20]>C[N+]([O-])=O>[C:19]([C:2]1[C:3]([N+:16]([O-:18])=[O:17])=[C:4]([NH2:15])[C:5]([N+:12]([O-:14])=[O:13])=[C:6]([NH2:11])[C:7]=1[N+:8]([O-:10])=[O:9])#[N:20]. Procedure: A solution of 5-fluoro-1,3-diamino-2,4,6-trinitrobenzene (F-DATB) (5.22 g, 20 mmol) and cyanotrimethylsilane (4.96 g, 50 mmol) in CH3NO2 (100 ml) was refluxed for two hours and then evaporated under vacuum to leave a solid residue. Recrystallization from acetonitrile (100 ml) gave 5-cyano-1,3-diamino-2,4,6-trinitrobenzene (4.4 g, 82%) as orange-brown crystals: mp 212°-217° C. dec. An additional recrystallization gave the analytical sample: mp 220°-221° C.; mass spectrum (CI, CH4) m/z 269 (M+1, 1... The product is C1(CCCCC1)=NC=C(C)C (N-cyclohexylidene-(2-methylpropenylamine)). Reactants: C=CCCC(=O)O (4 Pa), C1(CCCCC1)=O (cyclohexanone), C(C(C)=C)N (methallylamine), potassium tert.-butylate. Reported procedure: The procedure described in Example 1(a) is repeated, except that 302.5 g (2 mols) of N-cyclohexylidene-(2-methylpropenylamine) and 250 g (4.62 mols) of 1,3-butadiene are used. Distillation yields 382 g (1.48 mols) of 3,3-dimethyl-12,12-pentamethylene-1-aza-1,5,9-cyclododecatriene; boiling point 96° C./4 Pa; nD20 =1.5116. The N-cyclohexylidene-(2-methylpropenylamine) was prepared from cyclohexanone and methallylamine, with subsequent isomerisation of the reaction product with potassium tert.-buty... RXN SMILES: C=CCCC(O)=O.[C:8]1(=O)[CH2:13][CH2:12][CH2:11][CH2:10][CH2:9]1.[CH2:15]([NH2:19])[C:16](=[CH2:18])[CH3:17]>>[C:8]1(=[N:19][CH:15]=[C:16]([CH3:18])[CH3:17])[CH2:13][CH2:12][CH2:11][CH2:10][CH2:9]1. The reactants are ClC1=C(CN2C(=NC=3C2=NC(=CC3)C(=O)OC)C)C=CC(=C1)\C=C\C1=CC=CC=C1 (Methyl 3-(2-chloro-4-(E)-(2-phenylethenyl)benzyl)-2-methyl-3H-imidazo[4,5-b]pyridine-5-carboxylate). The reagents and catalysts are [Pt](=O)=O (platinum(IV) oxide), [Pt](=O)=O (Platinum(IV) oxide). Run in CO.C(Cl)(Cl)Cl (methanol chloroform), CO.C(Cl)(Cl)Cl (methanol chloroform). Conditions: time 4 hour. The product is ClC1=C(CN2C(=NC=3C2=NC(=CC3)C(=O)OC)C)C=CC(=C1)CCC1=CC=CC=C1 (Methyl 3-(2-chloro-4-(2-phenylethyl)benzyl)-2-methyl-3H-imidazo[4,5-b]pyridine-5-carboxylate). Isolated yield 80.6%. RXN SMILES: [Cl:1][C:2]1[CH:22]=[C:21](/[CH:23]=[CH:24]/[C:25]2[CH:30]=[CH:29][CH:28]=[CH:27][CH:26]=2)[CH:20]=[CH:19][C:3]=1[CH2:4][N:5]1[C:9]2=[N:10][C:11]([C:14]([O:16][CH3:17])=[O:15])=[CH:12][CH:13]=[C:8]2[N:7]=[C:6]1[CH3:18]>CO.C(Cl)(Cl)Cl.[Pt](=O)=O>[Cl:1][C:2]1[CH:22]=[C:21]([CH2:23][CH2:24][C:25]2[CH:26]=[CH:27][CH:28]=[CH:29][CH:30]=2)[CH:20]=[CH:19][C:3]=1[CH2:4][N:5]1[C:9]2=[N:10][C:11]([C:14]([O:16][CH3:17])=[O:15])=[CH:12][CH:13]=[C:8]2[N:7]=[C:6]1[CH3:18] |f:1.2|. Procedure details: Methyl 3-(2-chloro-4-(E)-(2-phenylethenyl)benzyl)-2-methyl-3H-imidazo[4,5-b]pyridine-5-carboxylate (2.37 g) was dissolved in methanol/chloroform=1/4 (24 ml), and platinum(IV) oxide (169 mg) was added. The mixture was stirred under a hydrogen atmosphere at normal pressure for 4 hours. Platinum(IV) oxide (169 mg) was added, and the mixture was further stirred under a hydrogen atmosphere at normal pressure for 6 hr. The reaction mixture was filtered through Celite and the filtrate was concentrated ... RXN SMILES: [CH:32]([Cl:33])([Cl:34])[Cl:35].[Cl:1][c:2]1[cH:3][cH:4][c:5](-[c:8]2[cH:9][n:10]([CH3:25])[cH:11][c:12](-[c:15]3[cH:16][c:17]([C:21]([F:22])([F:23])[F:24])[cH:18][cH:19][cH:20]3)[c:13]2=[O:14])[cH:6][cH:7]1.[F:26][S:27](=[O:28])(=[O:29])[O:30][CH3:31]>>[Cl:1][c:2]1[cH:3][cH:4][c:5](-[c:8]2[cH:9][n+:10]([CH3:25])[cH:11][c:12](-[c:15]3[cH:16][c:17]([C:21]([F:22])([F:23])[F:24])[cH:18][cH:19][cH:20]3)[c:13]2[O:14][CH3:31])[cH:6][cH:7]1.[F:26][S:27](=[O:28])(=[O:29])[O-:30]. Yields the product COc1c(-c2ccc(Cl)cc2)c[n+](C)cc1-c1cccc(C(F)(F)F)c1, O=S(=O)([O-])F. The reactants are ClC(Cl)Cl, Cn1cc(-c2ccc(Cl)cc2)c(=O)c(-c2cccc(C(F)(F)F)c2)c1, COS(=O)(=O)F.